describe an organic reaction: reactants, conditions, products, and yield From a dataset of the Open Reaction Database (ORD), a public repository of structured organic reaction records. The reactants are N1CCC2(CC1)CSC1=C(O2)C2=CC=CC=C2C(C1=O)=O (spiro[naphtho[1,2-b][1,4]oxathiine-2,4′-piperidine]-5,6-dione), CC1(OC1)C=C (2-methyl-2-vinyloxirane). Yields the product OC(CN1CCC2(CC1)CSC1=C(O2)C2=CC=CC=C2C(C1=O)=O)(C=C)C (1′-(2-hydroxy-2-methylbut-3-en-1-yl)spiro[naphtho[1,2-b][1,4]oxathiine-2,4′-piperidine]-5,6-dione). Reaction SMILES: [NH:1]1[CH2:6][CH2:5][C:4]2([O:11][C:10]3[C:12]4[C:17]([C:18](=[O:21])[C:19](=[O:20])[C:9]=3[S:8][CH2:7]2)=[CH:16][CH:15]=[CH:14][CH:13]=4)[CH2:3][CH2:2]1.[CH3:22][C:23]1([CH:26]=[CH2:27])[CH2:25][O:24]1>>[OH:24][C:23]([CH3:25])([CH:26]=[CH2:27])[CH2:22][N:1]1[CH2:2][CH2:3][C:4]2([O:11][C:10]3[C:12]4[C:17]([C:18](=[O:21])[C:19](=[O:20])[C:9]=3[S:8][CH2:7]2)=[CH:16][CH:15]=[CH:14][CH:13]=4)[CH2:5][CH2:6]1. Reported procedure: Compound 159 was synthesized using spiro[naphtho[1,2-b][1,4]oxathiine-2,4′-piperidine]-5,6-dione, 2-methyl-2-vinyloxirane and conditions outlined in procedure X. M.p.=74-77° C.; 400 MHz 1H NMR (CDCl3) δ: 8.05 (d, 1H), 7.75 (d, 1H), 7.65 (t, 1H), 7.5 (t, 1H), 5.9 (dd, 1H), 5.35 (d, 1H), 5.05 (d, 1H), 3.0-2.7 (m, 4H), 2.6 (m, 4H), 2.45 (d, 1H), 2.1 (t, 2H), 1.9-1.75 (m, 2H), 1.2 (s, 3H); LCMS: 386 [M+H]. The reactants are CN(C(=O)OC=1C=C(NC(CC(C)=O)=O)C=CC1)OC (m-(N-methyl-N-methoxy-carbamoyloxy)-acetylacetanilide), C(OC)([O-])[O-] (methyl orthoformate), CO (methanol). The reagents and catalysts are C1(=CC=C(C=C1)S(=O)(=O)O)C (p-toluene sulfonic acid), N1=CC=CC2=CC=CC=C12 (quinoline). Reaction conditions: temperature 20 celsius, time 24 hour. Yields the product CN(C(=O)OC=1C=C(NC(CC(C)(OC)OC)=O)C=CC1)OC (m-(N-methyl-N-methoxy-carbamoyloxy)-3,3-dimethoxy-butyranilide). RXN SMILES: [CH3:1][N:2]([O:19][CH3:20])[C:3]([O:5][C:6]1[CH:7]=[C:8]([CH:16]=[CH:17][CH:18]=1)[NH:9][C:10](=[O:15])[CH2:11][C:12](=[O:14])[CH3:13])=[O:4].[CH:21]([O-])([O-])[O:22]C.[CH3:26]O>C1(C)C=CC(S(O)(=O)=O)=CC=1.N1C2C(=CC=CC=2)C=CC=1>[CH3:1][N:2]([O:19][CH3:20])[C:3]([O:5][C:6]1[CH:7]=[C:8]([CH:16]=[CH:17][CH:18]=1)[NH:9][C:10](=[O:15])[CH2:11][C:12]([O:22][CH3:21])([O:14][CH3:26])[CH3:13])=[O:4]. Procedure details: A mixture of 32.5 g of m-(N-methyl-N-methoxy-carbamoyloxy)-acetylacetanilide, 0.4 g of p-toluene sulfonic acid, 32.5 g of methyl orthoformate and 60 ml of methanol was stirred for 24 hours at 20°C and after the addition of 0.4 g of quinoline, the mixture was evaporated to dryness to obtain 40 g of m-(N-methyl-N-methoxy-carbamoyloxy)-3,3-dimethoxy-butyranilide. The product was dissolved in 175 ml of toluene and the solution was heated at 140°C. for 5 hours while distilling off a toluene-methanol ...